Dataset: the Open Reaction Database (ORD), a public repository of structured organic reaction records. Task: describe an organic reaction: reactants, conditions, products, and yield The reactants are O=[N+]([O-])c1ccc(Br)cc1Nc1ccccc1, CN1CCCC1=O, O, O=C(c1ccccc1)N1CCNCC1. Product: O=C(c1ccccc1)N1CCN(c2ccc([N+](=O)[O-])c(Nc3ccccc3)c2)CC1. Reaction SMILES: [Br:1][c:2]1[cH:3][cH:4][c:5]([N+:15](=[O:16])[O-:17])[c:6]([NH:8][c:9]2[cH:10][cH:11][cH:12][cH:13][cH:14]2)[cH:7]1.[CH3:33][N:34]1[CH2:35][CH2:36][CH2:37][C:38]1=[O:39].[OH2:32].[c:18]1([C:24](=[O:25])[N:26]2[CH2:27][CH2:28][NH:29][CH2:30][CH2:31]2)[cH:19][cH:20][cH:21][cH:22][cH:23]1>>[c:2]1([N:29]2[CH2:28][CH2:27][N:26]([C:24]([c:18]3[cH:19][cH:20][cH:21][cH:22][cH:23]3)=[O:25])[CH2:31][CH2:30]2)[cH:3][cH:4][c:5]([N+:15](=[O:16])[O-:17])[c:6]([NH:8][c:9]2[cH:10][cH:11][cH:12][cH:13][cH:14]2)[cH:7]1.